Task: describe an organic reaction: reactants, conditions, products, and yield. Dataset: the Open Reaction Database (ORD), a public repository of structured organic reaction records The reactants are C(C)NC(=O)NC1=CC=C(C=C1)C=1N=C(C2=C(N1)CNCC2)N2[C@H](COCC2)C ((S)-1-ethyl-3-(4-(4-(3-methylmorpholino)-5,6,7,8-tetrahydropyrido[3,4-d]pyrimidin-2-yl)phenyl)urea), CC1=NN=C(O1)C(=O)O (5-methyl-1,3,4-oxadiazole-2-carboxylic acid). The product is C(C)NC(=O)NC1=CC=C(C=C1)C=1N=C(C2=C(N1)CN(CC2)C(=O)C=2OC(=NN2)C)N2[C@H](COCC2)C ((S)-1-ethyl-3-(4-(7-(5-methyl-1,3,4-oxadiazole-2-carbonyl)-4-(3-methylmorpholino)-5,6,7,8-tetrahydropyrido[3,4-d]pyrimidin-2-yl)phenyl)urea). RXN SMILES: [CH2:1]([NH:3][C:4]([NH:6][C:7]1[CH:12]=[CH:11][C:10]([C:13]2[N:14]=[C:15]([N:23]3[CH2:28][CH2:27][O:26][CH2:25][C@@H:24]3[CH3:29])[C:16]3[CH2:22][CH2:21][NH:20][CH2:19][C:17]=3[N:18]=2)=[CH:9][CH:8]=1)=[O:5])[CH3:2].[CH3:30][C:31]1[O:35][C:34]([C:36](O)=[O:37])=[N:33][N:32]=1>>[CH2:1]([NH:3][C:4]([NH:6][C:7]1[CH:8]=[CH:9][C:10]([C:13]2[N:14]=[C:15]([N:23]3[CH2:28][CH2:27][O:26][CH2:25][C@@H:24]3[CH3:29])[C:16]3[CH2:22][CH2:21][N:20]([C:36]([C:34]4[O:35][C:31]([CH3:30])=[N:32][N:33]=4)=[O:37])[CH2:19][C:17]=3[N:18]=2)=[CH:11][CH:12]=1)=[O:5])[CH3:2]. Procedure: Compound fa was prepared according to the procedure described in Example 213 by reacting (S)-1-ethyl-3-(4-(4-(3-methylmorpholino)-5,6,7,8-tetrahydropyrido[3,4-d]pyrimidin-2-yl)phenyl)urea with 5-methyl-1,3,4-oxadiazole-2-carboxylic acid. LC-MS: m/z=+507 (M+H)+.